The task is: describe an organic reaction: reactants, conditions, products, and yield. This data is from the Open Reaction Database (ORD), a public repository of structured organic reaction records. The reactants are COC=1C=C(C=C(C1)OC)C=1C=C2C(=NC1)C=NN2 (6-(3,5-dimethoxyphenyl)-1H-pyrazolo[4,3-b]pyridine), IN1C(CCC1=O)=O (N-iodosuccinimide). Solvent: C(Cl)Cl (methylene chloride). Product: COC=1C=C(C=C(C1)OC)C=1C=C2C(=NC1)C(=NN2)I (6-(3,5-dimethoxyphenyl)-3-iodo-1H-pyrazolo[4,3-b]pyridine). The yield is 94.4%. RXN SMILES: [CH3:1][O:2][C:3]1[CH:4]=[C:5]([C:11]2[CH:12]=[C:13]3[NH:19][N:18]=[CH:17][C:14]3=[N:15][CH:16]=2)[CH:6]=[C:7]([O:9][CH3:10])[CH:8]=1.[I:20]N1C(=O)CCC1=O>C(Cl)Cl>[CH3:10][O:9][C:7]1[CH:6]=[C:5]([C:11]2[CH:12]=[C:13]3[NH:19][N:18]=[C:17]([I:20])[C:14]3=[N:15][CH:16]=2)[CH:4]=[C:3]([O:2][CH3:1])[CH:8]=1. Reported procedure: At r.t. to a solution of 6-(3,5-dimethoxyphenyl)-1H-pyrazolo[4,3-b]pyridine (0.38 g, 1.5 mmol) in methylene chloride (5 mL) was added N-iodosuccinimide (0.352 g, 1.56 mmol) with stirring. The mixture was stirred at r.t. overnight. Then the solvent was removed, the residue was treated with methanol. The solid was collected by filtration to afford the desired product (0.54 g) which was directly used in next step reaction without further purification. LCMS (M+H)+=382.1. Starting materials: C(=O)(O)[O-].[Na+] (NaHCO3), C[Mg]Br.C(C)OCC (methylmagnesium bromide diethyl ether), Cl (hydrochloric acid), CN(C1=C(C(N(N=C1)C)=O)C=O)C (5-dimethylamino-4-formyl-2-methyl-3(2H)-pyridazinone). The solvent is C1CCOC1 (THF). Reaction conditions: temperature 50 celsius, time 30 minute. Yields the product CN(C1=C(C(N(N=C1)C)=O)C(C)O)C (5-Dimethylamino-4-(1-hydroxy)ethyl-2-methyl-3(2H)-pyridazinone). As a reaction SMILES: [CH3:1][N:2]([CH3:13])[C:3]1[CH:8]=[N:7][N:6]([CH3:9])[C:5](=[O:10])[C:4]=1[CH:11]=[O:12].[CH3:14][Mg]Br.C(OCC)C.Cl.C([O-])(O)=O.[Na+]>C1COCC1>[CH3:1][N:2]([CH3:13])[C:3]1[CH:8]=[N:7][N:6]([CH3:9])[C:5](=[O:10])[C:4]=1[CH:11]([OH:12])[CH3:14] |f:1.2,4.5|. Procedure: In THF (10 ml) was dissolved 5-dimethylamino-4-formyl-2-methyl-3(2H)-pyridazinone (362 mg) followed by dropwise addition of 3.0M methylmagnesium bromide/diethyl ether (1.0 ml) with ice-cooling, and the mixture was stirred at 50° C. for 30 minutes. To this reaction mixtrue was added 1N-hydrochloric acid (3 ml) with ice-cooling. Then, saturated aqueous NaHCO3 solution was added and the mixture was extracted with ethyl acetate. The organic layer was washed with saturated aqueous NaCl solution, drie...